describe an organic reaction: reactants, conditions, products, and yield From a dataset of the Open Reaction Database (ORD), a public repository of structured organic reaction records. Starting materials: CCCCC1OC(=O)c2cc([N+](=O)[O-])ccc21, CCO. The product is CCCCC1OC(=O)c2cc(N)ccc21. As a reaction SMILES: [CH2:1]([CH2:2][CH2:3][CH3:4])[CH:5]1[O:6][C:7](=[O:8])[c:9]2[cH:10][c:11]([N+:15]([O-:16])=[O:17])[cH:12][cH:13][c:14]21.[CH3:18][CH2:19][OH:20]>>[CH2:1]([CH2:2][CH2:3][CH3:4])[CH:5]1[O:6][C:7](=[O:8])[c:9]2[cH:10][c:11]([NH2:15])[cH:12][cH:13][c:14]21. Reactants: C(=O)C1=CC=C(OC2=CC=C(C(=O)N)C=C2)C=C1 (4-(4-Formyl-phenoxy)-benzamide), ( Å ), [BH4-].[Na+] (sodium borohydride), C(CC1=CC=CC=C1)N (phenethylamine), 3. Run in CO (methanol). Run at time 5 hour. Yields the product C(CC1=CC=CC=C1)NCC1=CC=C(OC2=CC=C(C(=O)N)C=C2)C=C1 (4-(4-Phenethylaminomethylphenoxy)-benzamide). Isolated yield 64.9%. RXN SMILES: [CH:1]([C:3]1[CH:18]=[CH:17][C:6]([O:7][C:8]2[CH:16]=[CH:15][C:11]([C:12]([NH2:14])=[O:13])=[CH:10][CH:9]=2)=[CH:5][CH:4]=1)=O.[CH2:19]([NH2:27])[CH2:20][C:21]1[CH:26]=[CH:25][CH:24]=[CH:23][CH:22]=1.[BH4-].[Na+]>CO>[CH2:19]([NH:27][CH2:1][C:3]1[CH:18]=[CH:17][C:6]([O:7][C:8]2[CH:16]=[CH:15][C:11]([C:12]([NH2:14])=[O:13])=[CH:10][CH:9]=2)=[CH:5][CH:4]=1)[CH2:20][C:21]1[CH:26]=[CH:25][CH:24]=[CH:23][CH:22]=1 |f:2.3|. Procedure details: Combine 4-(4-Formyl-phenoxy)-benzamide (from Example 247, step 2)(0.39 g, 1.6 mmol), phenethylamine (0.15 g, 1.2 mmol), 20 mL of methanol and 2 g of 3 {acute over (Å)} molecular sieves, and stir at ambient temperature under nitrogen for 5 h. Add sodium borohydride (0.18 g, 4.8 mmol), and stir at ambient temperature for 18 h at ambient temperature. Filter the reaction mixture through Celite, and adsorb on silica gel. Purify by Biotage Flash 40S, eluting with 95:5:0.5 chloroform/ethanol/ammonium h... Reactants: ClC1=CC(=C(C=C1)N=C1SC=C(N1CCCNCC(=O)O)C1=CC=C(C=C1)F)OC (N-{3-[2-[(4-Chloro-2-methoxyphenyl)imino]-4-(4-fluorophenyl)-thiazol-3(2H)-yl]propyl}glycine), Cl.C(C)N (ethylamine hydrochloride), O.ON1N=NC2=C1C=CC=C2 (1-hydroxybenzo-triazole monohydrate), Cl.C(C)N=C=NCCCN(C)C (1-ethyl-3-(3-dimethylaminopropyl)-carbodiimide hydrochloride), CN(C=O)C (N,N-dimethylformamide), C(C)(C)N(C(C)C)CC (N,N-diisopropylethylamine). The solvent is O (water). Reaction conditions: time 8 hour. The product is C(C)(C)(C)OC(=O)N(CC(=O)NCC)CCCN1C(SC=C1C1=CC=C(C=C1)F)=NC1=C(C=C(C=C1)Cl)OC (N2-(tert-Butoxycarbonyl)-N2-{3-[2-[(4-chloro-2-methoxyphenyl)-imino]-4-(4-fluorophenyl)thiazol-3(2H)-yl]propyl}-N1-ethylglycinamide). RXN SMILES: Cl[C:2]1[CH:7]=[CH:6][C:5]([N:8]=[C:9]2[N:13]([CH2:14][CH2:15][CH2:16][NH:17][CH2:18][C:19](O)=[O:20])[C:12]([C:22]3[CH:27]=[CH:26][C:25]([F:28])=[CH:24][CH:23]=3)=[CH:11][S:10]2)=[C:4]([O:29][CH3:30])[CH:3]=1.[ClH:31].[CH2:32]([NH2:34])[CH3:33].[OH2:35].ON1C2C=C[CH:44]=[CH:45][C:40]=2N=N1.Cl.C(N=C=NCCCN(C)C)C.[CH:58](N(CC)C(C)C)(C)C.CN(C)[CH:69]=[O:70]>O>[C:45]([O:35][C:69]([N:17]([CH2:16][CH2:15][CH2:14][N:13]1[C:12]([C:22]2[CH:23]=[CH:24][C:25]([F:28])=[CH:26][CH:27]=2)=[CH:11][S:10][C:9]1=[N:8][C:5]1[CH:6]=[CH:7][C:2]([Cl:31])=[CH:3][C:4]=1[O:29][CH3:30])[CH2:18][C:19]([NH:34][CH2:32][CH3:33])=[O:20])=[O:70])([CH3:44])([CH3:40])[CH3:58] |f:1.2,3.4,5.6|. Procedure details: To a mixture of the carboxylic acid compound (1.0 g) obtained in Example 327 (1), ethylamine hydrochloride (297 mg), 1-hydroxybenzo-triazole monohydrate (418 mg), 1-ethyl-3-(3-dimethylaminopropyl)-carbodiimide hydrochloride (394 mg) and N,N-dimethylformamide (7 ml) was added dropwise N,N-diisopropylethylamine (1.27 ml), and the mixture was stirred overnight. To the reaction mixture was added water, and the mixture was extracted with ethyl acetate. The organic layer was washed with a saturated br... The reactants are CC1CCNCC1, CCO, [Ca+2], COc1ccc(C(=O)c2cc([N+](=O)[O-])ccc2Cl)cc1, O=C([O-])[O-]. The product is COc1ccc(C(=O)c2cc([N+](=O)[O-])ccc2N2CCC(C)CC2)cc1. RXN SMILES: [CH3:26][CH:27]1[CH2:28][CH2:29][NH:30][CH2:31][CH2:32]1.[CH3:33][CH2:34][OH:35].[Ca+2:21].[Cl:1][c:2]1[c:3]([C:4](=[O:5])[c:6]2[cH:7][cH:8][c:9]([O:12][CH3:13])[cH:10][cH:11]2)[cH:14][c:15]([N+:18](=[O:19])[O-:20])[cH:16][cH:17]1.[O-:22][C:23](=[O:24])[O-:25]>>[c:2]1([N:30]2[CH2:29][CH2:28][CH:27]([CH3:26])[CH2:32][CH2:31]2)[c:3]([C:4](=[O:5])[c:6]2[cH:7][cH:8][c:9]([O:12][CH3:13])[cH:10][cH:11]2)[cH:14][c:15]([N+:18](=[O:19])[O-:20])[cH:16][cH:17]1. Reactants: BrCCCO (3-bromopropanol), C(C)(=O)[O-].[Na+] (sodium acetate), C=C1CC(=O)O1 (diketene), ice water, [OH-].[Na+] (sodium hydroxide). Reaction conditions: time 3 hour. Product: C(CC(=O)C)(=O)OCCCBr (3-bromopropyl acetoacetate). Isolated yield 71.0%. RXN SMILES: [Br:1][CH2:2][CH2:3][CH2:4][OH:5].C([O-])(=O)C.[Na+].[CH2:11]=[C:12]1[O:16][C:14](=[O:15])[CH2:13]1.[OH-].[Na+]>>[C:14]([O:5][CH2:4][CH2:3][CH2:2][Br:1])(=[O:15])[CH2:13][C:12]([CH3:11])=[O:16] |f:1.2,4.5|. Procedure: 90 g of 3-bromopropanol was added to 8 g of sodium acetate, to which 59.8 g of diketene was added dropwise controlling the reaction mixture at 40°-50° C. The mixture was further stirred at room temperature for 3 hours. The reaciton mixture was poured into ice water containing a diluted aqueous sodium hydroxide solution. The mixture was extracted with dichloromethane and the dichloromethane layer was washed with a saturated aqueous sodium chloride solution and dried over anhydrous sodium sulfate.... Starting materials: IC1=CC(=CC(=C1N)[N+](=O)[O-])C (6-Iodo-4-methyl-2-nitroaniline), C(#C)C1=NC(=CC=C1)C (2-ethinyl-6-methylpyridine). The product is CC=1C=C2C=C(NC2=C(C1)[N+](=O)[O-])C1=NC(=CC=C1)C (5-methyl-2-(6-methyl-pyridin-2-yl)-7-nitro-1H-indole). The yield is 35.3%. As a reaction SMILES: I[C:2]1[C:7]([NH2:8])=[C:6]([N+:9]([O-:11])=[O:10])[CH:5]=[C:4]([CH3:12])[CH:3]=1.[C:13]([C:15]1[CH:20]=[CH:19][CH:18]=[C:17]([CH3:21])[N:16]=1)#[CH:14]>>[CH3:12][C:4]1[CH:3]=[C:2]2[C:7](=[C:6]([N+:9]([O-:11])=[O:10])[CH:5]=1)[NH:8][C:13]([C:15]1[CH:20]=[CH:19][CH:18]=[C:17]([CH3:21])[N:16]=1)=[CH:14]2. Reported procedure: 6-Iodo-4-methyl-2-nitroaniline (500 mg, 1.8 mmol) and 2-ethinyl-6-methylpyridine (210 mg, 1.8 mmol) were reacted according to the same procedure as Preparation 19 to give the title compound (170 mg, Yield 35%).